This data is from the Open Reaction Database (ORD), a public repository of structured organic reaction records. The task is: describe an organic reaction: reactants, conditions, products, and yield The reactants are F[B-](F)(F)F, N#CC1(c2cccc(CNC(=O)OCc3ccccc3)c2)CCNCC1, O=C(O)c1cncc(CCc2ccccc2)c1, CC#N, CN(C)C(On1nnc2ccccc21)=[N+](C)C. The product is N#CC1(c2cccc(CNC(=O)OCc3ccccc3)c2)CCN(C(=O)c2cncc(CCc3ccccc3)c2)CC1. Reaction SMILES: [B-:27]([F:28])([F:29])([F:30])[F:31].[CH2:1]([c:2]1[cH:3][cH:4][cH:5][cH:6][cH:7]1)[O:8][C:9](=[O:10])[NH:11][CH2:12][c:13]1[cH:14][c:15]([C:19]2([C:25]#[N:26])[CH2:20][CH2:21][NH:22][CH2:23][CH2:24]2)[cH:16][cH:17][cH:18]1.[CH2:49]([CH2:50][c:51]1[cH:52][cH:53][cH:54][cH:55][cH:56]1)[c:57]1[cH:58][c:59]([C:63](=[O:64])[OH:65])[cH:60][n:61][cH:62]1.[CH3:66][C:67]#[N:68].[n:32]1([O:33][C:34]([N:35]([CH3:36])[CH3:37])=[N+:38]([CH3:39])[CH3:40])[c:41]2[cH:42][cH:43][cH:44][cH:45][c:46]2[n:47][n:48]1>>[CH2:1]([c:2]1[cH:3][cH:4][cH:5][cH:6][cH:7]1)[O:8][C:9](=[O:10])[NH:11][CH2:12][c:13]1[cH:14][c:15]([C:19]2([C:25]#[N:26])[CH2:20][CH2:21][N:22]([C:63]([c:59]3[cH:58][c:57]([CH2:49][CH2:50][c:51]4[cH:52][cH:53][cH:54][cH:55][cH:56]4)[cH:62][n:61][cH:60]3)=[O:64])[CH2:23][CH2:24]2)[cH:16][cH:17][cH:18]1. Product: COc1ccc(CC2SC(=O)NC2=O)c2c1N(Cc1ccc(NS(C)(=O)=O)cc1)C(=O)CC2. Starting materials: CS(=O)(=O)Cl, ClCCl, COc1ccc(CC2SC(=O)NC2=O)c2c1N(Cc1ccc(N)cc1)C(=O)CC2, O, c1ccncc1. RXN SMILES: [CH3:39][S:40]([Cl:41])(=[O:42])=[O:43].[Cl:1][CH2:2][Cl:3].[NH2:4][c:5]1[cH:6][cH:7][c:8]([CH2:9][N:10]2[C:11](=[O:30])[CH2:12][CH2:13][c:14]3[c:15]([CH2:22][CH:23]4[C:24](=[O:29])[NH:25][C:26](=[O:28])[S:27]4)[cH:16][cH:17][c:18]([O:20][CH3:21])[c:19]32)[cH:31][cH:32]1.[OH2:44].[cH:33]1[cH:34][cH:35][n:36][cH:37][cH:38]1>>[NH:4]([c:5]1[cH:6][cH:7][c:8]([CH2:9][N:10]2[C:11](=[O:30])[CH2:12][CH2:13][c:14]3[c:15]([CH2:22][CH:23]4[C:24](=[O:29])[NH:25][C:26](=[O:28])[S:27]4)[cH:16][cH:17][c:18]([O:20][CH3:21])[c:19]32)[cH:31][cH:32]1)[S:40]([CH3:39])(=[O:42])=[O:43]. Reactants: ClC1=CC(=CC=C1)C(=O)OO (m-Chloroperbenzoic acid), C1(=CC=CC=C1)SCCCCCCNC(P(OCC)(OCC)=O)P(OCC)(OCC)=O (tetraethyl 6-(phenylthio)hexylaminomethylenebisphosphonate). Solvent: ClCCl (dichloromethane). Yields the product C1(=CC=CC=C1)S(=O)CCCCCCNC(P(OCC)(OCC)=O)P(OCC)(OCC)=O (Tetraethyl 6-(phenylsulfinyl)hexylaminomethylenebisphosphonate). Isolated yield 82.6%. As a reaction SMILES: ClC1C=CC=C(C(OO)=[O:9])C=1.[C:12]1([S:18][CH2:19][CH2:20][CH2:21][CH2:22][CH2:23][CH2:24][NH:25][CH:26]([P:35](=[O:42])([O:39][CH2:40][CH3:41])[O:36][CH2:37][CH3:38])[P:27](=[O:34])([O:31][CH2:32][CH3:33])[O:28][CH2:29][CH3:30])[CH:17]=[CH:16][CH:15]=[CH:14][CH:13]=1>ClCCl>[C:12]1([S:18]([CH2:19][CH2:20][CH2:21][CH2:22][CH2:23][CH2:24][NH:25][CH:26]([P:35](=[O:42])([O:39][CH2:40][CH3:41])[O:36][CH2:37][CH3:38])[P:27](=[O:34])([O:31][CH2:32][CH3:33])[O:28][CH2:29][CH3:30])=[O:9])[CH:13]=[CH:14][CH:15]=[CH:16][CH:17]=1. Reported procedure: m-Chloroperbenzoic acid (2.62 g) in limited amounts was added to a solution of tetraethyl 6-(phenylthio)hexylaminomethylenebisphosphonate (6.85 g) in dichloromethane (100 ml) under ice-cooling over 30 minutes. The reaction mixture was stirred under ice-cooling for 3 hours, and then washed with a saturated aqueous solution of sodium bicarbonate and water and dried (MgSO4). The solvent was distilled off under reduced pressure. The residual oil was subjected to column chromatography on silica gel. ... Starting materials: C(C)(C)(C)OC(NC1=C(C=C(C(=C1)CCC)C(F)(F)F)N)=O ((2-amino-5-propyl-4-trifluoromethyl-phenyl)-carbamic acid tert-butyl ester), C(C)(C)(C)OC(CC(=O)C1=CC(=CC=C1)C1=CC(=NC(=C1)C)C)=O (3-[3-(2,6-dimethyl-pyridin-4-yl)-phenyl]-3-oxo-propionic acid tert-butyl ester). The product is C(C)(C)(C)OC(NC1=C(C=C(C(=C1)CCC)C(F)(F)F)NC(CC(=O)C1=CC(=CC=C1)C1=CC(=NC(=C1)C)C)=O)=O ((2-{3-[3-(2,6-Dimethyl-pyridin-4-yl)-phenyl]-3-oxo-propionylamino}-5-propyl-4-trifluoromethyl-phenyl)-carbamic acid tert-butyl ester), solid. Isolated yield 76.0%. RXN SMILES: [C:1]([O:5][C:6](=[O:22])[NH:7][C:8]1[CH:13]=[C:12]([CH2:14][CH2:15][CH3:16])[C:11]([C:17]([F:20])([F:19])[F:18])=[CH:10][C:9]=1[NH2:21])([CH3:4])([CH3:3])[CH3:2].C([O:27][C:28](=O)[CH2:29][C:30]([C:32]1[CH:37]=[CH:36][CH:35]=[C:34]([C:38]2[CH:43]=[C:42]([CH3:44])[N:41]=[C:40]([CH3:45])[CH:39]=2)[CH:33]=1)=[O:31])(C)(C)C>>[C:1]([O:5][C:6](=[O:22])[NH:7][C:8]1[CH:13]=[C:12]([CH2:14][CH2:15][CH3:16])[C:11]([C:17]([F:20])([F:19])[F:18])=[CH:10][C:9]=1[NH:21][C:28](=[O:27])[CH2:29][C:30]([C:32]1[CH:37]=[CH:36][CH:35]=[C:34]([C:38]2[CH:39]=[C:40]([CH3:45])[N:41]=[C:42]([CH3:44])[CH:43]=2)[CH:33]=1)=[O:31])([CH3:2])([CH3:3])[CH3:4]. Reported procedure: The title compound was prepared from (2-amino-5-propyl-4-trifluoromethyl-phenyl)-carbamic acid tert-butyl ester (Example J36) (239 mg, 0.75 mmol) and 3-[3-(2,6-dimethyl-pyridin-4-yl)-phenyl]-3-oxo-propionic acid tert-butyl ester (Example K15) (244 mg, 0.75 mmol) according to the general procedure M. Obtained as a white solid (325 mg, 76%). Yields the product [N+](=O)([O-])C1=C(C=CC(=C1)OCC)NC1=C(C=CC=C1)CC(=O)O (2-[(2-nitro-4-ethoxyphenyl)amino]phenylacetic acid). RXN SMILES: Br[C:2]1[CH:7]=[CH:6][CH:5]=[CH:4][C:3]=1[CH2:8][C:9]([OH:11])=[O:10].[N+:12]([C:15]1[CH:21]=[C:20]([O:22][CH2:23][CH3:24])[CH:19]=[CH:18][C:16]=1[NH2:17])([O-:14])=[O:13]>>[N+:12]([C:15]1[CH:21]=[C:20]([O:22][CH2:23][CH3:24])[CH:19]=[CH:18][C:16]=1[NH:17][C:2]1[CH:7]=[CH:6][CH:5]=[CH:4][C:3]=1[CH2:8][C:9]([OH:11])=[O:10])([O-:14])=[O:13]. Starting materials: BrC1=C(C=CC=C1)CC(=O)O (2-bromophenylacetic acid), [N+](=O)([O-])C1=C(N)C=CC(=C1)OCC (2-nitro-4-ethoxyaniline). Reported procedure: In the manner described in example 3, 2-bromophenylacetic acid is condensed with 2-nitro-4-ethoxyaniline to yield 2-[(2-nitro-4-ethoxyphenyl)amino]phenylacetic acid.